Dataset: the Open Reaction Database (ORD), a public repository of structured organic reaction records. Task: describe an organic reaction: reactants, conditions, products, and yield Starting materials: C(C=C)N1N(C2=NC(=NC=C2C1=O)SC)C1=NC=CC=C1 (2-allyl-6-(methylthio)-1-pyridin-2-yl-3H-pyrazolo[3,4-d]pyrimidin-3-one), NC=1C=CC(=C(C1)CO)N1CCN(CC1)C ([5-amino-2-(4-methylpiperazin-1-yl)phenyl]methanol). Yields the product OCC=1C=C(C=CC1N1CCN(CC1)C)NC1=NC=C2C(=N1)N(N(C2=O)CC#C)C2=NC=CC=C2 (6-{[3-hydroxymethyl-4-(4-methylpiperazin-1-yl)phenyl]amino}-2-(2-propynyl)-1-pyridin-2-yl-1,2-dihydro-3H-pyrazolo[3,4-d]pyrimidin-3-one). As a reaction SMILES: [CH2:1]([N:4]1[C:12](=[O:13])[C:11]2[C:6](=[N:7][C:8](SC)=[N:9][CH:10]=2)[N:5]1[C:16]1[CH:21]=[CH:20][CH:19]=[CH:18][N:17]=1)[CH:2]=[CH2:3].[NH2:22][C:23]1[CH:24]=[CH:25][C:26]([N:31]2[CH2:36][CH2:35][N:34]([CH3:37])[CH2:33][CH2:32]2)=[C:27]([CH2:29][OH:30])[CH:28]=1>>[OH:30][CH2:29][C:27]1[CH:28]=[C:23]([NH:22][C:8]2[N:7]=[C:6]3[N:5]([C:16]4[CH:21]=[CH:20][CH:19]=[CH:18][N:17]=4)[N:4]([CH2:1][C:2]#[CH:3])[C:12](=[O:13])[C:11]3=[CH:10][N:9]=2)[CH:24]=[CH:25][C:26]=1[N:31]1[CH2:32][CH2:33][N:34]([CH3:37])[CH2:35][CH2:36]1. Procedure details: 10 mg of the entitled compound was obtained as a yellow solid in the same manner as in Example 113-1 to 113-2, for which, however, 2-allyl-6-(methylthio)-1-pyridin-2-yl-3H-pyrazolo[3,4-d]pyrimidin-3-one obtained in Example 29-1 was used in place of 2-allyl-1-[6-(1-hydroxy-1-methylethyl)-2-pyridinyl]-6-(methylthio)-1,2-dihydro-3H-pyrazolo[3,4-d]pyrimidin-3-one used in Example 113-1, and [5-amino-2-(4-methylpiperazin-1-yl)phenyl]methanol was used in place of 4-(4-methylpiperazin-1-yl)aniline used ... Starting materials: C(#N)C1=C(C=CC(=C1)C)C1=CC(=CC(=C1)CO)C(=O)OC (methyl 2′-cyano-5-(hydroxymethyl)-4′-methylbiphenyl-3-carboxylate), [OH-].[Li+] (lithium hydroxide), [NH4+].[Cl-] (NH4Cl), CCOC(=O)C (EtOAc). The solvent is O1CCOCC1 (1,4-dioxane), O (water). Reaction conditions: time 8 hour. Yields the product C(#N)C1=C(C=CC(=C1)C)C1=CC(=CC(=C1)CO)C(=O)O (2′-Cyano-5-(hydroxymethyl)-4′-methylbiphenyl-3-carboxylic acid). RXN SMILES: [C:1]([C:3]1[CH:8]=[C:7]([CH3:9])[CH:6]=[CH:5][C:4]=1[C:10]1[CH:15]=[C:14]([CH2:16][OH:17])[CH:13]=[C:12]([C:18]([O:20]C)=[O:19])[CH:11]=1)#[N:2].[OH-].[Li+].[NH4+].[Cl-].CCOC(C)=O>O1CCOCC1.O>[C:1]([C:3]1[CH:8]=[C:7]([CH3:9])[CH:6]=[CH:5][C:4]=1[C:10]1[CH:15]=[C:14]([CH2:16][OH:17])[CH:13]=[C:12]([C:18]([OH:20])=[O:19])[CH:11]=1)#[N:2] |f:1.2,3.4|. Reported procedure: To a stirred solution of methyl 2′-cyano-5-(hydroxymethyl)-4′-methylbiphenyl-3-carboxylate (220 mg, 0.78 mmol) in 1,4-dioxane (5 mL) and water (1 mL) was added lithium hydroxide (60 mg, 2.5 mmol). The reaction mixture was stirred at rt for 8 h, and then treated with aq. NH4Cl and EtOAc. The organic layer was separated, dried over anhydrous MgSO4, and concentrated. The residue was purified by silica gel chromatography to afford the title compound. 1H NMR (acetone-d6, 400 MHz): 8.16 (m, 1H), 8.11 ... The reactants are CCO, O=S(=O)(Cl)c1ccc(C(F)(F)F)cc1, Fc1ccc(C(F)(F)F)c(CBr)c1, [Na+], [Na+], [Na+], [Na+], [Na+], C1COCCO1, O, O=P([O-])([O-])[O-], O=S([O-])[O-]. RXN SMILES: [CH3:42][CH2:43][OH:44].[F:15][C:16]([c:17]1[cH:18][cH:19][c:20]([S:23](=[O:24])(=[O:25])[Cl:26])[cH:21][cH:22]1)([F:27])[F:28].[F:29][C:30]([c:31]1[c:32]([CH2:33][Br:34])[cH:35][c:36]([F:39])[cH:37][cH:38]1)([F:40])[F:41].[Na+:12].[Na+:13].[Na+:14].[Na+:5].[Na+:6].[O:46]1[CH2:47][CH2:48][O:49][CH2:50][CH2:51]1.[OH2:45].[P:7]([O-:8])([O-:9])([O-:10])=[O:11].[S:1]([O-:2])([O-:3])=[O:4]>>[F:15][C:16]([c:17]1[cH:18][cH:19][c:20]([S:23](=[O:24])(=[O:25])[CH2:33][c:32]2[c:31]([C:30]([F:29])([F:40])[F:41])[cH:38][cH:37][c:36]([F:39])[cH:35]2)[cH:21][cH:22]1)([F:27])[F:28]. The product is O=S(=O)(Cc1cc(F)ccc1C(F)(F)F)c1ccc(C(F)(F)F)cc1. Reactants: CN(C)CC1=NC(=CC=C1CO)C1=CC=C(C=C1)C(F)(F)F ([2-dimethylaminomethyl-6-(4-trifluoromethyl-phenyl)-pyridin-3-yl]-methanol), C(C)OC(C(C)(C)OC1=C(C=C(C=C1)O)C)=O (2-(4-hydroxy-2-methyl-phenoxy)-2-methyl-propionic acid ethyl ester), C(CCC)P(CCCC)CCCC (tributylphosphine), CN(C(=O)N=NC(=O)N(C)C)C (N,N,N′,N′-tetramethylazodicarboxamide). Run in C1CCOC1 (THF). Reaction conditions: time 6 hour. Yields the product C(C)OC(C(C)(C)OC1=C(C=C(C=C1)OCC=1C(=NC(=CC1)C1=CC=C(C=C1)C(F)(F)F)CN(C)C)C)=O (2-{4-[2-Dimethylaminomethyl-6-(4-trifluoromethyl-phenyl)-pyridin-3-ylmethoxy]-2-methyl-phenoxy}-2-methyl-propionic acid ethyl ester). Reaction SMILES: [CH3:1][N:2]([CH2:4][C:5]1[C:10]([CH2:11][OH:12])=[CH:9][CH:8]=[C:7]([C:13]2[CH:18]=[CH:17][C:16]([C:19]([F:22])([F:21])[F:20])=[CH:15][CH:14]=2)[N:6]=1)[CH3:3].[CH2:23]([O:25][C:26](=[O:39])[C:27]([O:30][C:31]1[CH:36]=[CH:35][C:34](O)=[CH:33][C:32]=1[CH3:38])([CH3:29])[CH3:28])[CH3:24].C(P(CCCC)CCCC)CCC.CN(C)C(N=NC(N(C)C)=O)=O>C1COCC1>[CH2:23]([O:25][C:26](=[O:39])[C:27]([O:30][C:31]1[CH:36]=[CH:35][C:34]([O:12][CH2:11][C:10]2[C:5]([CH2:4][N:2]([CH3:1])[CH3:3])=[N:6][C:7]([C:13]3[CH:14]=[CH:15][C:16]([C:19]([F:22])([F:21])[F:20])=[CH:17][CH:18]=3)=[CH:8][CH:9]=2)=[CH:33][C:32]=1[CH3:38])([CH3:28])[CH3:29])[CH3:24]. Reported procedure: 0.170 g (0.548 mmol) of the above prepared [2-dimethylaminomethyl-6-(4-trifluoromethyl-phenyl)-pyridin-3-yl]-methanol and 0.122 g (0.512 mmol) of 2-(4-hydroxy-2-methyl-phenoxy)-2-methyl-propionic acid ethyl ester (described in WO 02/092590) were dissolved in 6 ml of abs. THF and treated successively at 0° C. with 0.133 g (0.658 mmol) of tributylphosphine and 0.114 g (0.659 mmol) of N,N,N′,N′-tetramethylazodicarboxamide. The cooling bath was then removed and stirring continued for additional 6 h.... Starting materials: CO, Cl, N#CN, Nc1ccc2nc[nH]c2c1Br, O. Product: N=C(N)Nc1ccc2nc[nH]c2c1Br. RXN SMILES: [CH3:17][OH:18].[ClH:16].[NH2:13][C:14]#[N:15].[NH2:1][c:2]1[c:3]([Br:11])[c:4]2[c:5]([n:6][cH:7][nH:8]2)[cH:9][cH:10]1.[OH2:12]>>[NH:1]([c:2]1[c:3]([Br:11])[c:4]2[c:5]([n:6][cH:7][nH:8]2)[cH:9][cH:10]1)[C:14](=[NH:13])[NH2:15]. Yields the product C(C)(C)(C)OC(NC(C(C1=CC=C(C=C1)OC1CCOCC1)=O)C1=CC(=C(C=C1)C)Cl)=O (rac-[1-(3-Chloro-4-methyl-phenyl)-2-oxo-2-[4-(tetrahydro-pyran-4-yloxy)-phenyl]-ethyl]-carbamic acid tert-butyl ester). Starting materials: C(C)(C)(C)OC(NC(C(=O)C1=CC=C(C=C1)O)C1=CC(=C(C=C1)C)Cl)=O (rac-[1-(3-chloro-4-methyl-phenyl)-2-(4-hydroxy-phenyl)-2-oxo-ethyl]-carbamic acid tert-butyl ester), O1CCC(CC1)O (tetrahydro-4H-pyran-4-ol). RXN SMILES: [C:1]([O:5][C:6](=[O:26])[NH:7][CH:8]([C:18]1[CH:23]=[CH:22][C:21]([CH3:24])=[C:20]([Cl:25])[CH:19]=1)[C:9]([C:11]1[CH:16]=[CH:15][C:14]([OH:17])=[CH:13][CH:12]=1)=[O:10])([CH3:4])([CH3:3])[CH3:2].[O:27]1[CH2:32][CH2:31][CH:30](O)[CH2:29][CH2:28]1>>[C:1]([O:5][C:6](=[O:26])[NH:7][CH:8]([C:18]1[CH:23]=[CH:22][C:21]([CH3:24])=[C:20]([Cl:25])[CH:19]=1)[C:9](=[O:10])[C:11]1[CH:16]=[CH:15][C:14]([O:17][CH:30]2[CH2:31][CH2:32][O:27][CH2:28][CH2:29]2)=[CH:13][CH:12]=1)([CH3:4])([CH3:2])[CH3:3]. Procedure details: The title compound was prepared from rac-[1-(3-chloro-4-methyl-phenyl)-2-(4-hydroxy-phenyl)-2-oxo-ethyl]-carbamic acid tert-butyl ester and tetrahydro-4H-pyran-4-ol in analogy to Example 9c): MS (ISN): 458.5 (M−H)−. Reactants: C(C(C)(C)C)(=O)OCC[C@H]1OC2(O[C@@H]1C1=C(C=CC=C1)Cl)CCCC2 (2-((2R,3R)-3-(2-chlorophenyl)-1,4-dioxaspiro[4.4]nonan-2-yl)ethyl pivalate), C(C(C)(C)C)(=O)OCC[C@H]1OC(O[C@@H]1C1=C(C=CC=C1)Cl)(CC)CC (2-((4R,5R)-2,2-diethyl-5-(2-chlorophenyl)-1,3-dioxolan-4-yl)ethyl pivalate). Product: ClC1=C(C=CC=C1)[C@@H]1[C@H](OC2(O1)CCCC2)CCO (2-((2R,3R)-3-(2-chlorophenyl)-1,4-dioxaspiro[4.4]nonan-2-yl)ethanol). Isolated yield 80.0%. Reaction SMILES: C([O:7][CH2:8][CH2:9][C@@H:10]1[C@@H:14]([C:15]2[CH:20]=[CH:19][CH:18]=[CH:17][C:16]=2[Cl:21])[O:13][C:12]2([CH2:25][CH2:24][CH2:23][CH2:22]2)[O:11]1)(=O)C(C)(C)C.C(OCC[C@@H]1[C@@H](C2C=CC=CC=2Cl)OC(CC)(CC)O1)(=O)C(C)(C)C>>[Cl:21][C:16]1[CH:17]=[CH:18][CH:19]=[CH:20][C:15]=1[C@H:14]1[O:13][C:12]2([CH2:25][CH2:24][CH2:23][CH2:22]2)[O:11][C@@H:10]1[CH2:9][CH2:8][OH:7]. Procedure: The substantially same method as described in Example 358 was conducted, except that 2-((2R,3R)-3-(2-chlorophenyl)-1,4-dioxaspiro[4.4]nonan-2-yl)ethyl pivalate (Preparation example 359) was used instead of that 2-((4R,5R)-2,2-diethyl-5-(2-chlorophenyl)-1,3-dioxolan-4-yl)ethyl pivalate (Preparation example 357), to obtain the title compound (0.5 g, 80˜95%) Starting materials: [H-].[Na+] (Sodium hydride), OC[C@H]1N(CC=C(C1)C=1N=C(SC1)S)C(=O)OCC=C (allyl (2S)-2-(hydroxymethyl)-4-(2-mercapto-1,3-thiazol-4-yl)-3,6-dihydro-1(2 H)-pyridinecarboxylate), ice water, O(C1=CC=CC=C1)P(OC1=C(N2C([C@@H]([C@H]2[C@H]1C)[C@@H](C)O[Si](C)(C)C)=O)C(=O)OCC=C)OC1=CC=CC=C1 (allyl (4R,5R,6S)-3-[(diphenoxyphosphino)oxy]-4-methyl-7-oxo-6-{(1R)-1-[(trimethylsilyl)oxy]ethyl}-1-azabicyclo[3.2.0]hept-2-ene-2-carboxylate), C(C)#N (acetonitrile), Cl (hydrochloric acid). Solvent: C1CCOC1 (THF), CN(C)C=O (DMF). Reaction conditions: time 10 minute. Product: C(C=C)OC(=O)N1[C@@H](CC(=CC1)C=1N=C(SC1)SC1=C(N2C([C@@H]([C@H]2[C@H]1C)[C@@H](C)O)=O)C(=O)OCC=C)CO (allyl (4R,5S,6S)-3-({4-[(2S)-1-[(allyloxy)carbonyl]-2-(hydroxymethyl)-1,2,3,6-tetrahydro-4-pyridinyl]-1,3-thiazol-2-yl}sulfanyl)-6-[(1R)-1-hydroxyethyl]-4-methyl-7-oxo-1-azabicyclo[3.2.0]hept-2-ene-2-carboxylate). The yield is 46.0%. RXN SMILES: [H-].[Na+].[OH:3][CH2:4][C@@H:5]1[CH2:10][C:9]([C:11]2[N:12]=[C:13]([SH:16])[S:14][CH:15]=2)=[CH:8][CH2:7][N:6]1[C:17]([O:19][CH2:20][CH:21]=[CH2:22])=[O:18].O(P(OC1C=CC=CC=1)O[C:32]1[C@H:38]([CH3:39])[C@H:37]2[N:34]([C:35](=[O:47])[C@@H:36]2[C@H:40]([O:42][Si](C)(C)C)[CH3:41])[C:33]=1[C:48]([O:50][CH2:51][CH:52]=[CH2:53])=[O:49])C1C=CC=CC=1.C(#N)C.Cl>C1COCC1.CN(C=O)C>[CH2:20]([O:19][C:17]([N:6]1[CH2:7][CH:8]=[C:9]([C:11]2[N:12]=[C:13]([S:16][C:32]3[C@H:38]([CH3:39])[C@H:37]4[N:34]([C:35](=[O:47])[C@@H:36]4[C@H:40]([OH:42])[CH3:41])[C:33]=3[C:48]([O:50][CH2:51][CH:52]=[CH2:53])=[O:49])[S:14][CH:15]=2)[CH2:10][C@H:5]1[CH2:4][OH:3])=[O:18])[CH:21]=[CH2:22] |f:0.1|. Procedure details: Sodium hydride (60 w/w %, 13.3 mg, 0.33 mmol) was added at 0–5° C. to a solution of allyl (2S)-2-(hydroxymethyl)-4-(2-mercapto-1,3-thiazol-4-yl)-3,6-dihydro-1(2 H)-pyridinecarboxylate (purity 70%, 139 mg, 0.33 mmol) in a mixture of THF (11.0 ml) and DMF(0.5 ml) and the mixture was stirred for 10 minutes. To the reaction solution was added at 0° C. a solution of allyl (4R,5R,6S)-3-[(diphenoxyphosphino)oxy]-4-methyl-7-oxo-6-{(1R)-1-[(trimethylsilyl)oxy]ethyl}-1-azabicyclo[3.2.0]hept-2-ene-2-carbox... The reactants are ClC1=C(C(=CC=C1)Cl)NC1=NC=2C=C(C3=C(N=C(O3)C)C2N1)C(=O)O (7-[(2,6-dichlorophenyl)amino]-2-methyl-8H-imidazo[4,5-e][1,3]benzoxazole-4-carboxylic acid), [H-].[Na+] (NaH), S(=O)(Cl)Cl (thionyl chloride), C(C)(C)(C)C1=CC=C(N)C=C1 (4-tert-butylaniline). The solvent is C1CCOC1 (THF), C1=CC=CC=C1 (benzene). The product is C(C)(C)(C)C1=CC=C(C=C1)NC(=O)C1=CC2=C(C=3N=C(OC31)C)NC(=N2)NC2=C(C=CC=C2Cl)Cl (N-(4-tert-Butylphenyl)-7-[(2,6-dichlorophenyl)amino]-2-methyl-8H-imidazo[4,5-e][1,3]benzoxazole-4-carboxamide). Isolated yield 10.7%. As a reaction SMILES: [Cl:1][C:2]1[CH:7]=[CH:6][CH:5]=[C:4]([Cl:8])[C:3]=1[NH:9][C:10]1[NH:22][C:21]2[C:16]3[N:17]=[C:18]([CH3:20])[O:19][C:15]=3[C:14]([C:23]([OH:25])=O)=[CH:13][C:12]=2[N:11]=1.S(Cl)(Cl)=O.[C:30]([C:34]1[CH:40]=[CH:39][C:37]([NH2:38])=[CH:36][CH:35]=1)([CH3:33])([CH3:32])[CH3:31].[H-].[Na+]>C1COCC1.C1C=CC=CC=1>[C:30]([C:34]1[CH:35]=[CH:36][C:37]([NH:38][C:23]([C:14]2[C:15]3[O:19][C:18]([CH3:20])=[N:17][C:16]=3[C:21]3[NH:22][C:10]([NH:9][C:3]4[C:4]([Cl:8])=[CH:5][CH:6]=[CH:7][C:2]=4[Cl:1])=[N:11][C:12]=3[CH:13]=2)=[O:25])=[CH:39][CH:40]=1)([CH3:33])([CH3:31])[CH3:32] |f:3.4|. Procedure: The title compound was prepared following the procedure as described for Example-177 using 7-[(2,6-dichlorophenyl)amino]-2-methyl-8H-imidazo[4,5-e][1,3]benzoxazole-4-carboxylic acid (Intermediate-55, 0.100 g, 0.276 mmol), benzene (4 mL), thionyl chloride (5.0 mL), 4-tert-butylaniline (0.123 g, 0.828 mmol), THF (5.0 mL) and 60% NaH (0.033 g, 0.825 mmol). The obtained product was further purified by column chromatography on neutral alumina eluting with 1.5-2.0% MeOH:DCM to afford 0.015 g of the de... The reactants are C(C)(=O)OCC (ethyl acetate), [N+](=O)([O-])C=1C=C(N)C=CC1 (3-nitroaniline), ClC1=NC=CC=N1 (2-chloropyrimidine), C([O-])([O-])=O.[K+].[K+] (potassium carbonate). Solvent: O (water), CS(=O)C (dimethylsulfoxide). Run at temperature 170 celsius. The product is [N+](=O)([O-])C=1C=C(C=CC1)NC1=NC=CC=N1 (2-(3-nitrophenylamino)pyrimidine). The yield is 21.0%. Reaction SMILES: [N+:1]([C:4]1[CH:5]=[C:6]([CH:8]=[CH:9][CH:10]=1)[NH2:7])([O-:3])=[O:2].Cl[C:12]1[N:17]=[CH:16][CH:15]=[CH:14][N:13]=1.C(=O)([O-])[O-].[K+].[K+].C(OCC)(=O)C>CS(C)=O.O>[N+:1]([C:4]1[CH:5]=[C:6]([NH:7][C:12]2[N:17]=[CH:16][CH:15]=[CH:14][N:13]=2)[CH:8]=[CH:9][CH:10]=1)([O-:3])=[O:2] |f:2.3.4|. Procedure details: A mixture of 3-nitroaniline (6.14 g), 2-chloropyrimidine (4.85 g) and potassium carbonate (6.15 g) in dimethylsulfoxide (50 ml) was heated at 170° C. for 5 hours. The mixture was cooled and poured into a mixture of ethyl acetate and water. The organic phase was washed with brine, dried over magnesium sulfate and concentrated. The resulting solid was collected and washed with isopropyl ether to give 2-(3-nitrophenylamino)pyrimidine (1.92 g).